From a dataset of the Open Reaction Database (ORD), a public repository of structured organic reaction records. describe an organic reaction: reactants, conditions, products, and yield Reactants: O=C(CC[C@H]1[C@H](CNCC1)CC(=O)OC)C1=CC=NC2=CC=C(C=C12)OC (methyl (3R,4R)-4-[3-oxo-3-(6-methoxyquinolin-4-yl)propyl]piperidine-3-acetate), C1(CCCC1)SCCCl (2-chloroethyl cyclopentyl sulfide), C([O-])([O-])=O.[K+].[K+] (potassium carbonate), [I-].[K+] (potassium iodide). The solvent is C(C)#N (acetonitrile), O (water). Run at temperature 65 celsius, time 17 hour. Product: O=C(CC[C@H]1[C@H](CN(CC1)CCSC1CCCC1)CC(=O)OC)C1=CC=NC2=CC=C(C=C12)OC (methyl (3R,4R)-4-(3-oxo-3-(6-methoxyquinolin-4-yl)propyl]-1-[2-(cyclopentylthio)ethyl]piperidine-3-acetate). Isolated yield 39.4%. As a reaction SMILES: [O:1]=[C:2]([C:16]1[C:25]2[C:20](=[CH:21][CH:22]=[C:23]([O:26][CH3:27])[CH:24]=2)[N:19]=[CH:18][CH:17]=1)[CH2:3][CH2:4][C@@H:5]1[CH2:10][CH2:9][NH:8][CH2:7][C@@H:6]1[CH2:11][C:12]([O:14][CH3:15])=[O:13].[CH:28]1([S:33][CH2:34][CH2:35]Cl)[CH2:32][CH2:31][CH2:30][CH2:29]1.C(=O)([O-])[O-].[K+].[K+].[I-].[K+]>C(#N)C.O>[O:1]=[C:2]([C:16]1[C:25]2[C:20](=[CH:21][CH:22]=[C:23]([O:26][CH3:27])[CH:24]=2)[N:19]=[CH:18][CH:17]=1)[CH2:3][CH2:4][C@@H:5]1[CH2:10][CH2:9][N:8]([CH2:35][CH2:34][S:33][CH:28]2[CH2:32][CH2:31][CH2:30][CH2:29]2)[CH2:7][C@@H:6]1[CH2:11][C:12]([O:14][CH3:15])=[O:13] |f:2.3.4,5.6|. Procedure details: A mixture of 4.9 g of methyl (3R,4R)-4-[3-oxo-3-(6-methoxyquinolin-4-yl)propyl]piperidine-3-acetate, 2.9 g of 2-chloroethyl cyclopentyl sulfide, 9 g of potassium carbonate, and 2.7 g of potassium iodide in 130 cm3 of acetonitrile was stirred for 17 hours at a temperature in the region of 65° C. After cooling to a temperature in the region of 20° C., the reaction mixture has 150 cm3 of water added and was extracted with 3 times 60 cm3 of ethyl acetate. The organic extracts were combined, washed w... As a reaction SMILES: [CH3:1][C:2]([O:5][C:6]([N:8]1[CH2:12][CH:11](NCC2C=CC=CC=2)[CH:10]([OH:21])[CH2:9]1)=[O:7])([CH3:4])[CH3:3]>C(O)C.C(OCC)(=O)C.[Pd]>[CH3:4][C:2]([CH3:1])([O:5][C:6]([N:8]1[CH2:9][CH:10]2[CH:11]([O:21]2)[CH2:12]1)=[O:7])[CH3:3]. Isolated yield 92.3%. The reactants are CC(C)(C)OC(=O)N1CC(C(C1)NCC1=CC=CC=C1)O (3-hydroxy-4-[(phenylmethyl)amino]-1-pyrrolidinecarboxylic acid 1,1-dimethylethyl ester). Reagents/catalysts: [Pd] (palladium-on-carbon). Solvent: C(C)O (ethanol), C(C)(=O)OCC (ethyl acetate). Product: CC(C)(OC(=O)N1CC2OC2C1)C (3[(1,1-Dimethylethoxy)carbonyl]-6-oxa-3-azabicyclo[3.1.0]hexane). Reported procedure: A solution of [trans-(+/-)]-3-hydroxy-4-[(phenylmethyl)amino]-1-pyrrolidinecarboxylic acid 1,1-dimethylethyl ester (1.1 g, 3.76 mmol) in ethanol (150 ml) was hydrogenated over 10% palladium-on-carbon (0.05 g) for 3.5h. The catalyst was removed by filtration, washed with ethanol (50 ml) and the combined ethanolic solution was evaporated to leave an oil which was taken up in ethyl acetate (75 ml). The solution was filtered and the filtrate evaporated to leave a solid which was crystallised from et...